This data is from the Open Reaction Database (ORD), a public repository of structured organic reaction records. The task is: describe an organic reaction: reactants, conditions, products, and yield The reactants are Ic1nc2ccccc2cc1Cc1ccccc1, CCOC(C)=O, CC(C)[Mg+], CC(C)C=O, [Cl-], C1CCOC1. Yields the product CC(C)C(O)c1nc2ccccc2cc1Cc1ccccc1. RXN SMILES: [CH2:1]([c:2]1[cH:3][cH:4][cH:5][cH:6][cH:7]1)[c:8]1[c:9]([I:18])[n:10][c:11]2[cH:12][cH:13][cH:14][cH:15][c:16]2[cH:17]1.[CH3:29][CH2:30][O:31][C:32](=[O:33])[CH3:34].[CH:20]([Mg+:21])([CH3:22])[CH3:23].[CH:24]([CH:25]([CH3:26])[CH3:27])=[O:28].[Cl-:19].[O:35]1[CH2:36][CH2:37][CH2:38][CH2:39]1>>[CH2:1]([c:2]1[cH:3][cH:4][cH:5][cH:6][cH:7]1)[c:8]1[c:9]([CH:24]([CH:25]([CH3:26])[CH3:27])[OH:28])[n:10][c:11]2[cH:12][cH:13][cH:14][cH:15][c:16]2[cH:17]1. As a reaction SMILES: [Br:1][C:2]1[CH:3]=[CH:4][C:5]([NH:12][C:13](=[O:23])[CH2:14][O:15][C:16]2[CH:21]=[CH:20][C:19]([F:22])=[CH:18][CH:17]=2)=[C:6]([CH:11]=1)[C:7](OC)=[O:8].BrC1C=CC(NC(=O)COC2C=CC=CC=2)=C(C=1)C(OC)=O.BrC1C=C2C(=CC=1)NC(=O)C(OC1C=CC=CC=1)=C2O>>[Br:1][C:2]1[CH:11]=[C:6]2[C:5](=[CH:4][CH:3]=1)[NH:12][C:13](=[O:23])[C:14]([O:15][C:16]1[CH:21]=[CH:20][C:19]([F:22])=[CH:18][CH:17]=1)=[C:7]2[OH:8]. Reactants: BrC=1C=CC(=C(C(=O)OC)C1)NC(COC1=CC=C(C=C1)F)=O (methyl 5-bromo-2-(2-(4-fluorophenoxy)acetamido)benzoate), BrC=1C=C2C(=C(C(NC2=CC1)=O)OC1=CC=CC=C1)O (6-bromo-4-hydroxy-3-phenoxyquinolin-2(1H)-one), BrC=1C=C2C(=C(C(NC2=CC1)=O)OC1=CC=CC=C1)O (6-bromo-4-hydroxy-3-phenoxyquinolin-2(1H)-one), Intermediate 6, BrC=1C=CC(=C(C(=O)OC)C1)NC(COC1=CC=CC=C1)=O (methyl 5-bromo-2-(2-phenoxyacetamido)benzoate). Procedure details: The title compound was prepared using methyl 5-bromo-2-(2-(4-fluorophenoxy)acetamido)benzoate (Intermediate 6, step a) in place of methyl 5-bromo-2-(2-phenoxyacetamido)benzoate (Intermediate 5, step a) according to the procedure described in Intermediate 5, step b. Yields the product BrC=1C=C2C(=C(C(NC2=CC1)=O)OC1=CC=C(C=C1)F)O (6-Bromo-3-(4-fluorophenoxy)-4-hydroxyquinolin-2(1H)-one). Starting materials: C(C1=CC=CC=C1)OC(=O)N\C(\NC1=CC=NN1C)=N/C(OCC1=CC=CC=C1)=O ((Z)-benzyl (benzyloxycarbonylamino)(1-methyl-1H-pyrazol-5-ylamino)methylenecarbamate), [H][H] (hydrogen), [H][H] (hydrogen). The reagents and catalysts are [OH-].[OH-].[Pd+2] (Pearlman's Catalyst). The solvent is CCO.C1CCOC1 (EtOH THF). Conditions: time 8 hour. The product is CN1N=CC=C1NC(=N)N (1-(1-methyl-1H-pyrazol-5-yl)guanidine). Isolated yield 90.9%. Reaction SMILES: C(OC([NH:11]/[C:12](=[N:20]\C(=O)OCC1C=CC=CC=1)/[NH:13][C:14]1[N:18]([CH3:19])[N:17]=[CH:16][CH:15]=1)=O)C1C=CC=CC=1.[H][H]>CCO.C1COCC1.[OH-].[OH-].[Pd+2]>[CH3:19][N:18]1[C:14]([NH:13][C:12]([NH2:20])=[NH:11])=[CH:15][CH:16]=[N:17]1 |f:2.3,4.5.6|. Reported procedure: To a stirred solution of 180 (1.00 g, 2.45 mmol) in EtOH/THF (1:1, 35 mL) at RT was added Pearlman's Catalyst (0.172 g, 0.245 mmol). The mixture subjected to a vacuum/purge cycle three times with hydrogen gas and then maintained under 1 atmosphere balloon of hydrogen pressure. After stirring overnight and the reaction was filtered through GF/F filter paper with EtOH and the filtrate was concentrated to afford 0.31 g (90%) of 1-(1-methyl-1H-pyrazol-5-yl)guanidine (182) as a clear glass which was ...